This data is from the Open Reaction Database (ORD), a public repository of structured organic reaction records. The task is: describe an organic reaction: reactants, conditions, products, and yield Reactants: OCC(Cc1cn(C(c2ccccc2)(c2ccccc2)c2ccccc2)cn1)NC(c1ccccc1)(c1ccccc1)c1ccccc1, CN(C)C=O, Clc1ccc2onc(Cl)c2c1, [H-], [Na+]. The product is Clc1ccc2onc(OCC(Cc3cn(C(c4ccccc4)(c4ccccc4)c4ccccc4)cn3)NC(c3ccccc3)(c3ccccc3)c3ccccc3)c2c1. As a reaction SMILES: [C:1]([c:2]1[cH:3][cH:4][cH:5][cH:6][cH:7]1)([c:8]1[cH:9][cH:10][cH:11][cH:12][cH:13]1)([c:14]1[cH:15][cH:16][cH:17][cH:18][cH:19]1)[NH:20][CH:21]([CH2:22][OH:23])[CH2:24][c:25]1[n:26][cH:27][n:28]([C:30]([c:31]2[cH:32][cH:33][cH:34][cH:35][cH:36]2)([c:37]2[cH:38][cH:39][cH:40][cH:41][cH:42]2)[c:43]2[cH:44][cH:45][cH:46][cH:47][cH:48]2)[cH:29]1.[CH3:62][N:63]([CH3:64])[CH:65]=[O:66].[Cl:51][c:52]1[n:53][o:54][c:55]2[c:56]1[cH:57][c:58]([Cl:61])[cH:59][cH:60]2.[H-:49].[Na+:50]>>[C:1]([c:2]1[cH:3][cH:4][cH:5][cH:6][cH:7]1)([c:8]1[cH:9][cH:10][cH:11][cH:12][cH:13]1)([c:14]1[cH:15][cH:16][cH:17][cH:18][cH:19]1)[NH:20][CH:21]([CH2:22][O:23][c:52]1[n:53][o:54][c:55]2[c:56]1[cH:57][c:58]([Cl:61])[cH:59][cH:60]2)[CH2:24][c:25]1[n:26][cH:27][n:28]([C:30]([c:31]2[cH:32][cH:33][cH:34][cH:35][cH:36]2)([c:37]2[cH:38][cH:39][cH:40][cH:41][cH:42]2)[c:43]2[cH:44][cH:45][cH:46][cH:47][cH:48]2)[cH:29]1. Starting materials: FC1=C(C=C(C(=C1)[N+](=O)[O-])F)F (1,2,4-trifluoro-5-nitrobenzene), ice, [H-].[Na+] (NaH), C(C(=O)OCC)C(=O)OCC (CH2(COOEt)2), N#N (N2). Solvent: O (water), CN(C)C=O (DMF). Conditions: temperature -6 celsius, time 20 minute. The product is FC1=C(C=C(C(=C1)[N+](=O)[O-])F)C(C(=O)OCC)C(=O)OCC (diethyl (2,5-difluoro-4-nitrophenyl)propanedioate). Reaction SMILES: [H-].[Na+].[CH2:3]([C:9]([O:11][CH2:12][CH3:13])=[O:10])[C:4]([O:6][CH2:7][CH3:8])=[O:5].N#N.[F:16][C:17]1[CH:22]=[C:21]([N+:23]([O-:25])=[O:24])[C:20]([F:26])=[CH:19][C:18]=1F>CN(C=O)C.O>[F:16][C:17]1[CH:22]=[C:21]([N+:23]([O-:25])=[O:24])[C:20]([F:26])=[CH:19][C:18]=1[CH:3]([C:4]([O:6][CH2:7][CH3:8])=[O:5])[C:9]([O:11][CH2:12][CH3:13])=[O:10] |f:0.1|. Reported procedure: To an ice-cooled slurry of NaH (475 mg, 11.8 mmol, 60%) in dry DMF (10 mL) was added CH2(COOEt)2 dropwise under an N2 atmosphere. After 20 minutes, 1,2,4-trifluoro-5-nitrobenzene (1 g, 5.6 mmol) was added dropwise over 10 minutes and the mixture was stirred at −6° C. overnight. After the reaction was completed, the mixture was diluted with water and extracted with EtOAc. The organic layer washed with brine, dried over anhydrous Na2SO4 and concentrated. The residue was purified chromatography to ... Reactants: O=C1CC(C2CCCOC2)Oc2ccc(Br)cc21, CC(C)(C)S(N)=O, CC1CCCO1, CCOC(C)=O, CC[O-], CC[O-], CC[O-], CC[O-], O, [Ti+4]. Yields the product CC(C)(C)S(=O)N=C1CC(C2CCCOC2)Oc2ccc(Br)cc21. RXN SMILES: [Br:1][c:2]1[cH:3][c:4]2[c:9]([cH:10][cH:11]1)[O:8][CH:7]([CH:12]1[CH2:13][O:14][CH2:15][CH2:16][CH2:17]1)[CH2:6][C:5]2=[O:18].[CH3:19][C:20]([CH3:21])([CH3:22])[S:23](=[O:24])[NH2:25].[CH3:26][CH:27]1[CH2:28][CH2:29][CH2:30][O:31]1.[CH3:32][CH2:33][O:34][C:35]([CH3:36])=[O:37].[CH3:39][CH2:40][O-:41].[CH3:43][CH2:44][O-:45].[CH3:46][CH2:47][O-:48].[CH3:49][CH2:50][O-:51].[OH2:38].[Ti+4:42]>>[Br:1][c:2]1[cH:3][c:4]2[c:9]([cH:10][cH:11]1)[O:8][CH:7]([CH:12]1[CH2:13][O:14][CH2:15][CH2:16][CH2:17]1)[CH2:6][C:5]2=[N:25][S:23]([C:20]([CH3:19])([CH3:21])[CH3:22])=[O:24]. Procedure: To a solution of 49.5 g of N-t-butyl-2-chlorobenzenesulfonamide in 875 mls of dry THF was added 262 ml of a 1.6M hexane solution of n-butyl lithium at -20° to -5° C. under an inert atmosphere. The mixture was stirred at 0° C. for 1 hour, room temperature for 2 hours, recooled to -78° C. and contacted with 38 mls of dry dimethylformamide. The mixture was allowed to warm to room temperature overnight, poured into water, acidified to a ph of ~3 and ether extracted. The extract was washed with water... RXN SMILES: [C:1]([NH:5][S:6]([C:9]1[CH:14]=[CH:13][CH:12]=[CH:11][C:10]=1[Cl:15])(=[O:8])=[O:7])([CH3:4])([CH3:3])[CH3:2].C([Li])CCC.CN(C)[CH:23]=[O:24].O>C1COCC1.CCOCC.CCCCCC>[C:1]([N:5]1[CH:23]([OH:24])[C:14]2[CH:13]=[CH:12][CH:11]=[C:10]([Cl:15])[C:9]=2[S:6]1(=[O:7])=[O:8])([CH3:4])([CH3:2])[CH3:3]. The solvent is CCOCC (ether), C1CCOC1 (THF), CCCCCC (hexane), CCOCC (ether), CCCCCC (hexane). Starting materials: O (water), C(C)(C)(C)NS(=O)(=O)C1=C(C=CC=C1)Cl (N-t-butyl-2-chlorobenzenesulfonamide), C(CCC)[Li] (n-butyl lithium), CN(C=O)C (dimethylformamide). The product is C(C)(C)(C)N1S(C2=C(C1O)C=CC=C2Cl)(=O)=O (2-t-Butyl-3-hydroxy-7-chloro-2,3-dihydro-1,2-benzisothiazole-1,1-dioxide). Reaction conditions: temperature 0 celsius, time 2 hour. Starting materials: N#CC1CC(F)CN1C(=O)CNC12CCC(C(=O)O)(CC1)CC2, CCOC(=O)C(=NOC)c1csc(N)n1. The product is CCOC(=O)C(=NOC)c1csc(NC(=O)C23CCC(NCC(=O)N4CC(F)CC4C#N)(CC2)CC3)n1. RXN SMILES: [C:1](=[O:2])([OH:3])[C:4]12[CH2:5][CH2:6][C:7]([NH:12][CH2:13][C:14](=[O:15])[N:16]3[CH:17]([C:22]#[N:23])[CH2:18][CH:19]([F:21])[CH2:20]3)([CH2:8][CH2:9]1)[CH2:10][CH2:11]2.[NH2:24][c:25]1[s:26][cH:27][c:28]([C:30]([C:31](=[O:32])[O:33][CH2:34][CH3:35])=[N:36][O:37][CH3:38])[n:29]1>>[C:1](=[O:2])([C:4]12[CH2:5][CH2:6][C:7]([NH:12][CH2:13][C:14](=[O:15])[N:16]3[CH:17]([C:22]#[N:23])[CH2:18][CH:19]([F:21])[CH2:20]3)([CH2:8][CH2:9]1)[CH2:10][CH2:11]2)[NH:24][c:25]1[s:26][cH:27][c:28]([C:30]([C:31](=[O:32])[O:33][CH2:34][CH3:35])=[N:36][O:37][CH3:38])[n:29]1. Reactants: O1C2C(CCC21)=O (2,3-Epoxycyclopentanone), C1(=CC=CC=C1)CCCS (3-phenylpropyl mercaptan). Reagents/catalysts: C(C)N(CC)CC (triethylamine). The solvent is C(C)OCC (diethyl ether). Product: C1(=CC=CC=C1)CCCSC=1C(CCC1)=O (2-(3-phenylpropylthio)cyclopent-2-en-1-one). Isolated yield 63.7%. As a reaction SMILES: [O:1]1[CH:6]2[CH:2]1[C:3](=O)[CH2:4][CH2:5]2.[C:8]1([CH2:14][CH2:15][CH2:16][SH:17])[CH:13]=[CH:12][CH:11]=[CH:10][CH:9]=1>C(OCC)C.C(N(CC)CC)C>[C:8]1([CH2:14][CH2:15][CH2:16][S:17][C:2]2[C:6](=[O:1])[CH2:5][CH2:4][CH:3]=2)[CH:13]=[CH:12][CH:11]=[CH:10][CH:9]=1. Reported procedure: 2,3-Epoxycyclopentanone (1.0 g) and 1.06 g of 3-phenylpropyl mercaptan were dissolved in 20 ml of diethyl ether, and 20 drops of triethylamine were added. They were reacted at room temperature for 2 hours. After the reaction, the solvent was distilled off from the reaction mixture under reduced pressure. The residue (1.50 g) was chromatographed on a dry column with cyclohexane/ethyl acetate (=8/2) to afford 1.03 g of 2-(3-phenylpropylthio)cyclopent-2-en-1-one in a yield of 64%. The product had t... Starting materials: C(#N)C(C(=O)O)=CC1=CC=CC=C1 (α-cyanocinnamic acid), S(=O)(Cl)Cl (thionyl chloride). Solvent: C1=CC=CC=C1 (benzene). The product is C(#N)C(C(=O)Cl)=CC1=CC=CC=C1 (α-cyanocinnamoyl chloride). RXN SMILES: [C:1]([C:3](=[CH:7][C:8]1[CH:13]=[CH:12][CH:11]=[CH:10][CH:9]=1)[C:4](O)=[O:5])#[N:2].S(Cl)([Cl:16])=O>C1C=CC=CC=1>[C:1]([C:3](=[CH:7][C:8]1[CH:13]=[CH:12][CH:11]=[CH:10][CH:9]=1)[C:4]([Cl:16])=[O:5])#[N:2]. Procedure: 100 ml of benzene was added to 17.3 grams of α-cyanocinnamic acid. 12 ml of thionyl chloride was added dropwise slowly thereto at ambient temperature. The temperature was elevated to 70° C. and the heating was continued until foaming ceased. Benzene and thionyl chloride were distilled off and the residue was dried thoroughly under reduced pressure.